Dataset: the Open Reaction Database (ORD), a public repository of structured organic reaction records. Task: describe an organic reaction: reactants, conditions, products, and yield Starting materials: CCOC(=O)C(N)=CC(=O)C=Cc1ccc(Cl)cc1F, C1COCCO1. Product: CCOC(=O)C1=CC(=O)CC(c2ccc(Cl)cc2F)N1. RXN SMILES: [CH2:1]([CH3:2])[O:3][C:4]([C:5](=[CH:6][C:7]([CH:8]=[CH:9][c:10]1[c:11]([F:17])[cH:12][c:13]([Cl:16])[cH:14][cH:15]1)=[O:18])[NH2:19])=[O:20].[CH2:21]1[O:22][CH2:23][CH2:24][O:25][CH2:26]1>>[CH2:1]([CH3:2])[O:3][C:4]([C:5]1=[CH:6][C:7](=[O:18])[CH2:8][CH:9]([c:10]2[c:11]([F:17])[cH:12][c:13]([Cl:16])[cH:14][cH:15]2)[NH:19]1)=[O:20]. Reactants: O (water), C([O-])([O-])=O.[K+].[K+] (Potassium carbonate), C(CCC)C=1NC(=C(N1)Cl)CO (2-butyl-4-chloro-5-hydroxymethylimidazole), BrCC1=CC=C(C=C1)C1=C(C=CC=C1)C1=NN=NN1C1=CC=C(C=C1)[N+](=O)[O-] (5-(4'-bromomethylbiphenyl-2-yl)-1-(4-nitrophenyl)-1H-tetrazole). Run in CN(C)C=O (DMF). The product is C(CCC)C=1N(C(=C(N1)Cl)CO)CC1=CC=C(C=C1)C1=C(C=CC=C1)C1=NN=NN1C1=CC=C(C=C1)[N+](=O)[O-] (2-butyl-4-chloro-5-hydroxymethyl-1-[(2'-(1-(4-nitrophenyl)-1H-tetrazol-5-yl)biphenyl-4-yl)methyl]imidazole). As a reaction SMILES: C(=O)([O-])[O-].[K+].[K+].[CH2:7]([C:11]1[NH:12][C:13]([CH2:17][OH:18])=[C:14]([Cl:16])[N:15]=1)[CH2:8][CH2:9][CH3:10].Br[CH2:20][C:21]1[CH:26]=[CH:25][C:24]([C:27]2[CH:32]=[CH:31][CH:30]=[CH:29][C:28]=2[C:33]2[N:37]([C:38]3[CH:43]=[CH:42][C:41]([N+:44]([O-:46])=[O:45])=[CH:40][CH:39]=3)[N:36]=[N:35][N:34]=2)=[CH:23][CH:22]=1.O>CN(C=O)C>[CH2:7]([C:11]1[N:12]([CH2:20][C:21]2[CH:22]=[CH:23][C:24]([C:27]3[CH:32]=[CH:31][CH:30]=[CH:29][C:28]=3[C:33]3[N:37]([C:38]4[CH:43]=[CH:42][C:41]([N+:44]([O-:46])=[O:45])=[CH:40][CH:39]=4)[N:36]=[N:35][N:34]=3)=[CH:25][CH:26]=2)[C:13]([CH2:17][OH:18])=[C:14]([Cl:16])[N:15]=1)[CH2:8][CH2:9][CH3:10] |f:0.1.2|. Procedure: Potassium carbonate (0.48 g) was added to a solution of 2-butyl-4-chloro-5-hydroxymethylimidazole (prepared as described in U.S. Pat. No. 4,355,040) (0.56 g) and 5-(4'-bromomethylbiphenyl-2-yl)-1-(4-nitrophenyl)-1H-tetrazole (1.3 g) in DMF (15 ml) and the mixture was stirred under an atmosphere of argon at 60° C. for 5 hours. The mixture was cooled to ambient temperature, water (60 ml) was added and the mixture was extracted with ethyl acetate (3×50 ml). The combined extracts were washed with sa... The reactants are Cc1cc(C(=O)N2Cc3cnn(C)c3Nc3ccccc32)ccc1C=CC(=O)OC(C)(C)C, CO. Yields the product Cc1cc(C(=O)N2Cc3cnn(C)c3Nc3ccccc32)ccc1CCC(=O)OC(C)(C)C. As a reaction SMILES: [C:1]([CH3:2])([CH3:3])([CH3:4])[O:5][C:6]([CH:7]=[CH:8][c:9]1[c:10]([CH3:32])[cH:11][c:12]([C:15](=[O:16])[N:17]2[c:18]3[c:19]([cH:28][cH:29][cH:30][cH:31]3)[NH:20][c:21]3[n:22]([CH3:27])[n:23][cH:24][c:25]3[CH2:26]2)[cH:13][cH:14]1)=[O:33].[CH3:34][OH:35]>>[C:1]([CH3:2])([CH3:3])([CH3:4])[O:5][C:6]([CH2:7][CH2:8][c:9]1[c:10]([CH3:32])[cH:11][c:12]([C:15](=[O:16])[N:17]2[c:18]3[c:19]([cH:28][cH:29][cH:30][cH:31]3)[NH:20][c:21]3[n:22]([CH3:27])[n:23][cH:24][c:25]3[CH2:26]2)[cH:13][cH:14]1)=[O:33]. Starting materials: C1(=CC=CC=C1)C1(CCNCC1)C1=CC=CC=C1 (4,4-diphenylpiperidine), C(COCCCl)O (diethylene glycol monochlorohydrin), C([O-])([O-])=O.[K+].[K+] (potassium carbonate), [I-].[K+] (potassium iodide). Solvent: C(CCC)O (1-butanol), O1CCOCC1 (dioxane). Product: OCCOCCN1CCC(CC1)(C1=CC=CC=C1)C1=CC=CC=C1 (N-[2-(2-Hydroxyethoxy)-ethyl]-4,4-diphenylpiperidine). As a reaction SMILES: [C:1]1([C:7]2([C:13]3[CH:18]=[CH:17][CH:16]=[CH:15][CH:14]=3)[CH2:12][CH2:11][NH:10][CH2:9][CH2:8]2)[CH:6]=[CH:5][CH:4]=[CH:3][CH:2]=1.[CH2:19]([OH:25])[CH2:20][O:21][CH2:22][CH2:23]Cl.C(=O)([O-])[O-].[K+].[K+].[I-].[K+]>C(O)CCC.O1CCOCC1>[OH:25][CH2:19][CH2:20][O:21][CH2:22][CH2:23][N:10]1[CH2:9][CH2:8][C:7]([C:13]2[CH:18]=[CH:17][CH:16]=[CH:15][CH:14]=2)([C:1]2[CH:2]=[CH:3][CH:4]=[CH:5][CH:6]=2)[CH2:12][CH2:11]1 |f:2.3.4,5.6|. Procedure details: 82 g of 4,4-diphenylpiperidine, 50 g of diethylene glycol monochlorohydrin, 250 g of finely powdered potassium carbonate and 1 g of potassium iodide are heated at the boiling point under reflux, with vigorous stirring, in 1.2 l of a 1:1 mixture of dioxane and 1-butanol for 50 h. After cooling, the mixture is filtered and the filtrate is concentrated. The oily residue is taken up in ethyl acetate and the solution is filtered again. After the filtrate has been concentrated to constant weight (high... The product is O=[N+]([O-])c1cc([N+](=O)[O-])c(C=Cc2c([N+](=O)[O-])cc([N+](=O)[O-])cc2[N+](=O)[O-])c([N+](=O)[O-])c1. As a reaction SMILES: [Cl:33][C:34]1=[C:43]([Cl:44])[C:41](=[O:42])[C:39]([Cl:40])=[C:37]([Cl:38])[C:35]1=[O:36].[N+:1](=[O:2])([O-:3])[c:4]1[c:5]([CH2:16][CH2:17][c:18]2[c:19]([N+:30](=[O:31])[O-:32])[cH:20][c:21]([N+:27](=[O:28])[O-:29])[cH:22][c:23]2[N+:24](=[O:25])[O-:26])[c:6]([N+:13](=[O:14])[O-:15])[cH:7][c:8]([N+:10](=[O:11])[O-:12])[cH:9]1.[c:45]1([CH3:46])[c:47]([CH3:48])[cH:49][cH:50][cH:51][cH:52]1>>[N+:1](=[O:2])([O-:3])[c:4]1[c:5]([CH:16]=[CH:17][c:18]2[c:19]([N+:30](=[O:31])[O-:32])[cH:20][c:21]([N+:27](=[O:28])[O-:29])[cH:22][c:23]2[N+:24](=[O:25])[O-:26])[c:6]([N+:13](=[O:14])[O-:15])[cH:7][c:8]([N+:10](=[O:11])[O-:12])[cH:9]1. Reactants: O=C1C(Cl)=C(Cl)C(=O)C(Cl)=C1Cl, O=[N+]([O-])c1cc([N+](=O)[O-])c(CCc2c([N+](=O)[O-])cc([N+](=O)[O-])cc2[N+](=O)[O-])c([N+](=O)[O-])c1, Cc1ccccc1C. The reactants are C(C1=CC=CC=C1)N1C(CCC1)=C(C(=O)OC)C1=CC=CC=C1 (methyl 2-(1-benzylpyrrolidin-2-ylidene)(phenyl)acetate), [H][H] (hydrogen). Reagents/catalysts: [OH-].[Pd+2].[OH-] (palladium(II) hydroxide). Run in CO (methanol). Conditions: time 3 day. Yields the product C1(=CC=CC=C1)C(C(=O)OC)C1NCCC1 (methyl phenyl(pyrrolidin-2-yl)acetate). RXN SMILES: C([N:8]1[CH2:12][CH2:11][CH2:10][C:9]1=[C:13]([C:18]1[CH:23]=[CH:22][CH:21]=[CH:20][CH:19]=1)[C:14]([O:16][CH3:17])=[O:15])C1C=CC=CC=1.[H][H]>CO.[OH-].[Pd+2].[OH-]>[C:18]1([CH:13]([CH:9]2[CH2:10][CH2:11][CH2:12][NH:8]2)[C:14]([O:16][CH3:17])=[O:15])[CH:19]=[CH:20][CH:21]=[CH:22][CH:23]=1 |f:3.4.5|. Procedure details: To a solution of methyl 2-(1-benzylpyrrolidin-2-ylidene)(phenyl)acetate (0.505 g, 1.64 mmol) in 5 mL of methanol was added palladium(II) hydroxide (231 mg, 1.64 mmol), and the reaction was stirred under a balloon of hydrogen gas. After 3 days, the mixture was filtered through celite, the pad was rinsed with CH2Cl2/MeOH, and the filtrate was concentrated in vacuo to provide methyl phenyl(pyrrolidin-2-yl)acetate as a mixture of two diastereomers. ESI+MS: 220.2 [M+H]+. Starting materials: O=[N+]([O-])c1ccc(CBr)cc1OCc1ccccc1, C1CCOC1, CCC(=O)CC, C[Si](C)(C)[N-][Si](C)(C)C, [Li+]. Product: CCC(=O)C(C)Cc1ccc([N+](=O)[O-])c(OCc2ccccc2)c1. Reaction SMILES: [CH2:17]([c:18]1[cH:19][cH:20][cH:21][cH:22][cH:23]1)[O:24][c:25]1[c:26]([N+:33](=[O:34])[O-:35])[cH:27][cH:28][c:29]([CH2:31][Br:32])[cH:30]1.[CH2:36]1[O:37][CH2:38][CH2:39][CH2:40]1.[CH3:1][CH2:2][C:3]([CH2:4][CH3:5])=[O:6].[CH3:8][Si:9]([N-:10][Si:11]([CH3:12])([CH3:13])[CH3:14])([CH3:15])[CH3:16].[Li+:7]>>[CH3:1][CH:2]([C:3]([CH2:4][CH3:5])=[O:6])[CH2:31][c:29]1[cH:28][cH:27][c:26]([N+:33](=[O:34])[O-:35])[c:25]([O:24][CH2:17][c:18]2[cH:19][cH:20][cH:21][cH:22][cH:23]2)[cH:30]1. Solvent: CO (methanol), Cl (HCl), O1CCOCC1 (dioxane), CCOCC (ether). Conditions: time 5.5 hour. The reactants are C(C)(C)(C)OC(=O)N1CC2=C(CC1)N=C(S2)NC2=NC1=C(N2)C=C(C=C1)C(NC1=CC=C2C=NNC2=C1)=O (2-[6-(1H-indazol-6-ylcarbamoyl)-1H-benzimidazol-2-ylamino]-6,7-dihydro-4H-thiazolo[5,4-c]pyridine-5-carboxylic acid tert-butyl ester). Reported procedure: To a solution of 2-[6-(1H-indazol-6-ylcarbamoyl)-1H-benzimidazol-2-ylamino]-6,7-dihydro-4H-thiazolo[5,4-c]pyridine-5-carboxylic acid tert-butyl ester (0.25 mmol; see Example 79) in methanol (1 mL), 4M HCl in dioxane (0.5 mL) was added. The resulting mixture was stirred at room temperature for 5-6 h. The volatiles were removed in vacuo, the residue obtained was suspended in ether. The solid obtained was collected by filtration, washed with ether and dried in vacuo to afford 2-(4,5,6,7-tetrahydro-... As a reaction SMILES: C(OC([N:8]1[CH2:13][CH2:12][C:11]2[N:14]=[C:15]([NH:17][C:18]3[NH:22][C:21]4[CH:23]=[C:24]([C:27](=[O:38])[NH:28][C:29]5[CH:37]=[C:36]6[C:32]([CH:33]=[N:34][NH:35]6)=[CH:31][CH:30]=5)[CH:25]=[CH:26][C:20]=4[N:19]=3)[S:16][C:10]=2[CH2:9]1)=O)(C)(C)C>CO.Cl.O1CCOCC1.CCOCC>[NH:35]1[C:36]2[C:32](=[CH:31][CH:30]=[C:29]([NH:28][C:27]([C:24]3[CH:25]=[CH:26][C:20]4[N:19]=[C:18]([NH:17][C:15]5[S:16][C:10]6[CH2:9][NH:8][CH2:13][CH2:12][C:11]=6[N:14]=5)[NH:22][C:21]=4[CH:23]=3)=[O:38])[CH:37]=2)[CH:33]=[N:34]1. The product is N1N=CC2=CC=C(C=C12)NC(=O)C1=CC2=C(N=C(N2)NC=2SC=3CNCCC3N2)C=C1 (2-(4,5,6,7-tetrahydro-thiazolo[5,4-c]pyridin-2-ylamino)-3H-benzimidazole-5-carboxylic acid (1H-indazol-6-yl)-amide), hydrochloride salt. Starting materials: CCOC(=O)C (EtOAc), C(C)(C)(C)OC(NC1(CCC1)C1=CC=C(C=C1)C1=C(OC2=CC=CC=C2C1=O)C1=CC=CC=C1)=O ({1-[4-(4-oxo-2-phenyl-4H-chromen-3-yl)-phenyl]-cyclobutyl}-carbamic acid tert-butyl ester), COC=1C=CC(=CC1)P2(=S)SP(=S)(S2)C=3C=CC(=CC3)OC (Lawesson's reagent), CCOC(=O)C (EtOAc). Run in C1(=CC=CC=C1)C (toluene), C1(=CC=CC=C1)C (toluene), C1CCCCC1 (cyclohexane). Product: C(C)(C)(C)OC(NC1(CCC1)C1=CC=C(C=C1)C1=C(OC2=CC=CC=C2C1=S)C1=CC=CC=C1)=O ({1-[4-(2-Phenyl-4-thioxo-4H-chromen-3-yl)-phenyl]-cyclobutyl}-carbamic acid tert-butyl ester). Yield: 185.6%. RXN SMILES: [C:1]([O:5][C:6](=[O:35])[NH:7][C:8]1([C:12]2[CH:17]=[CH:16][C:15]([C:18]3[C:27](=O)[C:26]4[C:21](=[CH:22][CH:23]=[CH:24][CH:25]=4)[O:20][C:19]=3[C:29]3[CH:34]=[CH:33][CH:32]=[CH:31][CH:30]=3)=[CH:14][CH:13]=2)[CH2:11][CH2:10][CH2:9]1)([CH3:4])([CH3:3])[CH3:2].COC1C=CC(P2(SP(C3C=CC(OC)=CC=3)(=S)S2)=[S:45])=CC=1.CCOC(C)=O>C1(C)C=CC=CC=1.C1CCCCC1>[C:1]([O:5][C:6](=[O:35])[NH:7][C:8]1([C:12]2[CH:17]=[CH:16][C:15]([C:18]3[C:27](=[S:45])[C:26]4[C:21](=[CH:22][CH:23]=[CH:24][CH:25]=4)[O:20][C:19]=3[C:29]3[CH:34]=[CH:33][CH:32]=[CH:31][CH:30]=3)=[CH:14][CH:13]=2)[CH2:11][CH2:10][CH2:9]1)([CH3:4])([CH3:3])[CH3:2]. Procedure details: To a solution of {1-[4-(4-oxo-2-phenyl-4H-chromen-3-yl)-phenyl]-cyclobutyl}-carbamic acid tert-butyl ester (30 mg, 0.0642 mmol) in toluene (3 mL) was added Lawesson's reagent (2,4-bis-(4-methoxy-phenyl)-[1,3,2,4]dithiadiphosphetane 2,4-disulfide) (15.6 mg, 0.039 mmol). The reaction mixture was heated at reflux for 3 hours. The cooled mixture was subjected to flash chromatography (SiO2, 20% EtOAc in cyclohexane). A second chromatography (SiO2, 3% EtOAc in toluene) afforded the title compound (35 ... The reactants are O=C(O)Cc1ccc2c(c1)C(=O)c1ccccc1CO2, NCc1ccco1. Reagents/catalysts: [B-](F)(F)(F)F.CN(C)C(=[N+](C)C)ON1C(=O)C2=CC=CC=C2N=N1 (TDBTU), CCN(C(C)C)C(C)C (DIPEA). Solvent: CN(C)C=O (DMF), CN(C)C=O (DMF), CN(C)C=O (DMF), CN(C)C=O (DMF), CN(C)C=O (DMF), CN(C)C=O (DMF). Run at temperature 25 celsius, time 2 hour. Product: O=C(Cc1ccc2c(c1)C(=O)c1ccccc1CO2)NCc1ccco1. The yield is 60.7%. Reaction SMILES: NCc1ccco1.O=C(O)Cc1ccc2c(c1)C(=O)c1ccccc1CO2.[B-](F)(F)(F)F.CN(C)C(=[N+](C)C)ON1C(=O)C2=CC=CC=C2N=N1.CCN(C(C)C)C(C)C.CN(C)C=O>>O=C(Cc1ccc2c(c1)C(=O)c1ccccc1CO2)NCc1ccco1.